The task is: describe an organic reaction: reactants, conditions, products, and yield. This data is from the Open Reaction Database (ORD), a public repository of structured organic reaction records. The reactants are NC=1C=CC(=NC1)CCC(=O)O (3-(5-aminopyrid-2-yl)propionic acid), ClC1=CC=C(C=C1)S(=O)(=O)Cl (4-chlorobenzenesulphonyl chloride). Solvent: N1=CC=CC=C1 (pyridine). Product: ClC1=CC=C(C=C1)S(=O)(=O)NC=1C=CC(=NC1)CCC(=O)O (3-[5-(4-Chlorobenzenesulphonamido)pyrid-2-yl]propionic acid). The yield is 63.4%. As a reaction SMILES: [NH2:1][C:2]1[CH:3]=[CH:4][C:5]([CH2:8][CH2:9][C:10]([OH:12])=[O:11])=[N:6][CH:7]=1.[Cl:13][C:14]1[CH:19]=[CH:18][C:17]([S:20](Cl)(=[O:22])=[O:21])=[CH:16][CH:15]=1>N1C=CC=CC=1>[Cl:13][C:14]1[CH:19]=[CH:18][C:17]([S:20]([NH:1][C:2]2[CH:3]=[CH:4][C:5]([CH2:8][CH2:9][C:10]([OH:12])=[O:11])=[N:6][CH:7]=2)(=[O:22])=[O:21])=[CH:16][CH:15]=1. Procedure: A solution of 3-(5-aminopyrid-2-yl)propionic acid (1.00 g) and 4-chlorobenzenesulphonyl chloride (1.27 g) in pyridine (15 ml) was stirred at room temperature overnight. The solvent was removed and the residue was dissolved in dilute sodium hydroxide (30 ml) and extracted with chloroform (4×50 ml). The aqueous layer was acidified with dilute hydrochloric acid (pH 3) and extracted with ethyl acetate (4×100 ml). The ethyl acetate extracts were combined, dried over magnesium sulphate, the solvent wa... Reactants: C1(CC1)S(=O)(=O)C1=CC=C(C=C1)[C@@H](C[C@@H]1CN(CC1)C(=O)OC(C)(C)C)C(=O)NC=1SC(=CN1)F ((S)-tert-butyl 3-((R)-2-(4-(cyclopropylsulfonyl)phenyl)-3-((5-fluorothiazol-2-yl)amino)-3-oxopropyl)pyrrolidine-1-carboxylate). Run in Cl (hydrochloric acid). Run at time 10 minute. Product: C1(CC1)S(=O)(=O)C1=CC=C(C=C1)[C@H](C(=O)NC=1SC(=CN1)F)C[C@@H]1CNCC1 ((R)-2-(4-(cyclopropylsulfonyl)phenyl)-N-(5-fluorothiazol-2-yl)-3-((S)-pyrrolidin-3-yl)propanamide). The yield is 108.7%. RXN SMILES: [CH:1]1([S:4]([C:7]2[CH:12]=[CH:11][C:10]([C@H:13]([C:27]([NH:29][C:30]3[S:31][C:32]([F:35])=[CH:33][N:34]=3)=[O:28])[CH2:14][C@H:15]3[CH2:19][CH2:18][N:17](C(OC(C)(C)C)=O)[CH2:16]3)=[CH:9][CH:8]=2)(=[O:6])=[O:5])[CH2:3][CH2:2]1>Cl>[CH:1]1([S:4]([C:7]2[CH:8]=[CH:9][C:10]([C@@H:13]([CH2:14][C@H:15]3[CH2:19][CH2:18][NH:17][CH2:16]3)[C:27]([NH:29][C:30]3[S:31][C:32]([F:35])=[CH:33][N:34]=3)=[O:28])=[CH:11][CH:12]=2)(=[O:5])=[O:6])[CH2:3][CH2:2]1. Procedure: The (S)-tert-butyl 3-((R)-2-(4-(cyclopropylsulfonyl)phenyl)-3-((5-fluorothiazol-2-yl)amino)-3-oxopropyl)pyrrolidine-1-carboxylate (2.57 g, 4.91 mmol) obtained in Example 1 was dissolved in hydrochloric acid (4 M ethyl acetate solution, 10 mL), and the obtained mixture was then stirred for 10 minutes. Thereafter, the reaction solution was concentrated in vacuo, and the obtained residue was then dissolved in chloroform. The obtained solution was washed with a saturated aqueous solution of sodium h...